The task is: describe an organic reaction: reactants, conditions, products, and yield. This data is from the Open Reaction Database (ORD), a public repository of structured organic reaction records. The product is C=CC1CC1(C=O)NC(=O)OC(C)(C)C. Reaction SMILES: [C:1]([CH3:2])([CH3:3])([CH3:4])[O:5][C:6]([NH:7][C:8]1([CH2:13][OH:14])[CH:9]([CH:11]=[CH2:12])[CH2:10]1)=[O:15].[Cl:16][CH2:17][Cl:18]>>[C:1]([CH3:2])([CH3:3])([CH3:4])[O:5][C:6]([NH:7][C:8]1([CH:13]=[O:14])[CH:9]([CH:11]=[CH2:12])[CH2:10]1)=[O:15]. The reactants are C=CC1CC1(CO)NC(=O)OC(C)(C)C, ClCCl. The reactants are CC(C)=O, OCc1cc(I)ccc1O. The product is O=Cc1cc(I)ccc1O. Reaction SMILES: [CH3:11][C:12](=[O:13])[CH3:14].[OH:1][c:2]1[c:3]([CH2:4][OH:5])[cH:6][c:7]([I:10])[cH:8][cH:9]1>>[OH:1][c:2]1[c:3]([CH:4]=[O:5])[cH:6][c:7]([I:10])[cH:8][cH:9]1. Product: N1=C(C=CC=C1)NC(OCCOC1=CC=C(C=C1)C1C(CNCC1)OCC1=CC2=CC=CC=C2C=C1)=O ((3RS,4RS)-2-[4-[3-(naphthalen-2-ylmethoxy)-piperidin-4-yl]-phenoxy]-ethyl pyridine-2-yl-carbamate). As a reaction SMILES: [CH:1]1[C:10]2[C:5](=[CH:6][CH:7]=[CH:8][CH:9]=2)[CH:4]=[CH:3][C:2]=1[CH2:11][O:12][CH:13]1[CH:18]([C:19]2[CH:24]=[CH:23][C:22]([O:25][CH2:26][CH2:27][O:28][C:29](=[O:37])[NH:30][C:31]3[CH:36]=[CH:35][CH:34]=[CH:33][N:32]=3)=[CH:21][CH:20]=2)[CH2:17][CH2:16][N:15](C(OCC(Cl)(Cl)Cl)=O)[CH2:14]1>C(O)(=O)C.[Zn]>[N:32]1[CH:33]=[CH:34][CH:35]=[CH:36][C:31]=1[NH:30][C:29](=[O:37])[O:28][CH2:27][CH2:26][O:25][C:22]1[CH:21]=[CH:20][C:19]([CH:18]2[CH2:17][CH2:16][NH:15][CH2:14][CH:13]2[O:12][CH2:11][C:2]2[CH:3]=[CH:4][C:5]3[C:10](=[CH:9][CH:8]=[CH:7][CH:6]=3)[CH:1]=2)=[CH:24][CH:23]=1. The solvent is C(C)(=O)O (acetic acid). The reagents and catalysts are [Zn] (zinc). Starting materials: C1=C(C=CC2=CC=CC=C12)COC1CN(CCC1C1=CC=C(C=C1)OCCOC(NC1=NC=CC=C1)=O)C(=O)OCC(Cl)(Cl)Cl (2,2,2-trichloroethyl (3RS,4RS)-3-(naphthalen-2-ylmethoxy)-4-[4-(2-pyridin-2-ylcarbamoyloxy-ethoxy]-phenyl]-piperidine-1-carboxylate). Procedure: In an analogous manner to that described in Example 25(b), by treating 2,2,2-trichloroethyl (3RS,4RS)-3-(naphthalen-2-ylmethoxy)-4-[4-(2-pyridin-2-ylcarbamoyloxy-ethoxy]-phenyl]-piperidine-1-carboxylate with zinc in glacial acetic acid there was obtained (3RS,4RS)-2-[4-[3-(naphthalen-2-ylmethoxy)-piperidin-4-yl]-phenoxy]-ethyl pyridine-2-yl-carbamate as a colourless solid; MS: 498 (M+H)+. As a reaction SMILES: [CH2:49]([Cl:50])[CH2:51][Cl:52].[CH:18]1([CH2:23][CH:24]([C:25](=[O:26])[OH:27])[CH2:28][N:29]([O:30][CH:31]2[O:32][CH2:33][CH2:34][CH2:35][CH2:36]2)[CH:37]=[O:38])[CH2:19][CH2:20][CH2:21][CH2:22]1.[Cl:1][c:2]1[n:3][c:4]([N:11]2[CH2:12][CH2:13][N:14]([CH3:17])[CH2:15][CH2:16]2)[c:5]([F:10])[c:6]([NH:8][NH2:9])[n:7]1.[O:53]=[CH:54][N:55]([CH3:56])[CH3:57].[OH:39][n:40]1[c:41]2[n:42][cH:43][cH:44][cH:45][c:46]2[n:47][n:48]1>>[Cl:1][c:2]1[n:3][c:4]([N:11]2[CH2:12][CH2:13][N:14]([CH3:17])[CH2:15][CH2:16]2)[c:5]([F:10])[c:6]([NH:8][NH:9][C:25]([CH:24]([CH2:23][CH:18]2[CH2:19][CH2:20][CH2:21][CH2:22]2)[CH2:28][N:29]([O:30][CH:31]2[O:32][CH2:33][CH2:34][CH2:35][CH2:36]2)[CH:37]=[O:38])=[O:26])[n:7]1. Yields the product CN1CCN(c2nc(Cl)nc(NNC(=O)C(CC3CCCC3)CN(C=O)OC3CCCCO3)c2F)CC1. The reactants are ClCCCl, O=CN(CC(CC1CCCC1)C(=O)O)OC1CCCCO1, CN1CCN(c2nc(Cl)nc(NN)c2F)CC1, CN(C)C=O, On1nnc2cccnc21. Starting materials: O=C([O-])[O-], C=CCBr, CS(=O)(=O)Oc1cccc(C2CCNCC2)c1F, CC#N, [K+], [K+]. The product is C=CCN1CCC(c2cccc(OS(C)(=O)=O)c2F)CC1. Reaction SMILES: [C:19](=[O:20])([O-:21])[O-:22].[CH2:25]([CH:26]=[CH2:27])[Br:28].[CH3:1][S:2](=[O:3])(=[O:4])[O:5][c:6]1[c:7]([F:18])[c:8]([CH:12]2[CH2:13][CH2:14][NH:15][CH2:16][CH2:17]2)[cH:9][cH:10][cH:11]1.[CH3:29][C:30]#[N:31].[K+:23].[K+:24]>>[CH3:1][S:2](=[O:3])(=[O:4])[O:5][c:6]1[c:7]([F:18])[c:8]([CH:12]2[CH2:13][CH2:14][N:15]([CH2:27][CH:26]=[CH2:25])[CH2:16][CH2:17]2)[cH:9][cH:10][cH:11]1. Starting materials: FC1=CC=C(C(=O)/N=C\2/N(C3=C(C=NC(=C3)OC)N2)[C@@H]2CC[C@@H](CC2)C(NC(C)C)=O)C=C1 ((E)-4-fluoro-N-(1-(cis-4-(isopropylcarbamoyl)cyclohexyl)-6-methoxy-1H-imidazo[4,5-c]pyridin-2(3H)-ylidene)benzamide), [I-].[Na+] (sodium iodide), [Si](C)(C)(C)Cl (TMS-Cl), O (water), [Si](C)(C)(C)Cl (TMS-Cl). Solvent: C(C)#N (ACN). Reaction conditions: temperature 60 celsius, time 2 hour. Product: FC1=CC=C(C(=O)/N=C\2/N(C3=C(C=NC(=C3)O)N2)[C@@H]2CC[C@@H](CC2)C(NC(C)C)=O)C=C1 ((E)-4-Fluoro-N-(6-hydroxy-1-(cis-4-(isopropylcarbamoyl)cyclohexyl)-1H-imidazo[4,5-c]pyridin-2(3H)-ylidene)benzamide), solid. Yield: 21.0%. As a reaction SMILES: [F:1][C:2]1[CH:33]=[CH:32][C:5]([C:6](/[N:8]=[C:9]2/[N:10]([C@H:20]3[CH2:25][CH2:24][C@@H:23]([C:26](=[O:31])[NH:27][CH:28]([CH3:30])[CH3:29])[CH2:22][CH2:21]3)[C:11]3[CH:16]=[C:15]([O:17]C)[N:14]=[CH:13][C:12]=3[NH:19]/2)=[O:7])=[CH:4][CH:3]=1.[I-].[Na+].[Si](Cl)(C)(C)C.O>C(#N)C>[F:1][C:2]1[CH:3]=[CH:4][C:5]([C:6](/[N:8]=[C:9]2/[N:10]([C@H:20]3[CH2:21][CH2:22][C@@H:23]([C:26](=[O:31])[NH:27][CH:28]([CH3:30])[CH3:29])[CH2:24][CH2:25]3)[C:11]3[CH:16]=[C:15]([OH:17])[N:14]=[CH:13][C:12]=3[NH:19]/2)=[O:7])=[CH:32][CH:33]=1 |f:1.2|. Reported procedure: To a RT suspension of (E)-4-fluoro-N-(1-(cis-4-(isopropylcarbamoyl)cyclohexyl)-6-methoxy-1H-imidazo[4,5-c]pyridin-2(3H)-ylidene)benzamide (30 mg, 0.066 mmol) and sodium iodide (69.4 mg, 0.463 mmol) in ACN (0.6 mL) was added TMS-Cl (0.059 mL, 0.463 mmol) and water (10 μL), and the mixture was heated at 60° C. After 2 hours and 4 hours, additional TMS-Cl portions (0.059 mL, 0.463 mmol) were added, and the mixture was stirred at 60° C. for a total reaction time of 20 hours. The material was purifie...